From a dataset of the Open Reaction Database (ORD), a public repository of structured organic reaction records. describe an organic reaction: reactants, conditions, products, and yield Starting materials: CCO, Cl, NO, O=Cc1ccnc(Nc2ccccc2)n1, c1ccncc1. Yields the product ON=Cc1ccnc(Nc2ccccc2)n1. RXN SMILES: [CH3:25][CH2:26][OH:27].[ClH:16].[NH2:17][OH:18].[NH:1]([c:2]1[cH:3][cH:4][cH:5][cH:6][cH:7]1)[c:8]1[n:9][cH:10][cH:11][c:12]([CH:14]=[O:15])[n:13]1.[cH:19]1[cH:20][cH:21][n:22][cH:23][cH:24]1>>[NH:1]([c:2]1[cH:3][cH:4][cH:5][cH:6][cH:7]1)[c:8]1[n:9][cH:10][cH:11][c:12]([CH:14]=[N:17][OH:18])[n:13]1. Starting materials: [Br-], CCC(CC)c1cc(C)nn2c(-c3scc(Br)c3C)c(C)nc12, C1CCOC1, Cc1cccc([Zn+])n1, CCOC(C)=O. Product: CCC(CC)c1cc(C)nn2c(-c3scc(-c4cccc(C)n4)c3C)c(C)nc12. RXN SMILES: [Br-:24].[Br:1][c:2]1[c:3]([CH3:23])[c:4](-[c:7]2[c:8]([CH3:22])[n:9][c:10]3[n:11]2[n:12][c:13]([CH3:21])[cH:14][c:15]3[CH:16]([CH2:17][CH3:18])[CH2:19][CH3:20])[s:5][cH:6]1.[CH2:33]1[O:34][CH2:35][CH2:36][CH2:37]1.[CH3:25][c:26]1[cH:27][cH:28][cH:29][c:30]([Zn+:32])[n:31]1.[CH3:38][CH2:39][O:40][C:41]([CH3:42])=[O:43]>>[c:2]1(-[c:30]2[cH:29][cH:28][cH:27][c:26]([CH3:25])[n:31]2)[c:3]([CH3:23])[c:4](-[c:7]2[c:8]([CH3:22])[n:9][c:10]3[n:11]2[n:12][c:13]([CH3:21])[cH:14][c:15]3[CH:16]([CH2:17][CH3:18])[CH2:19][CH3:20])[s:5][cH:6]1.